Dataset: the Open Reaction Database (ORD), a public repository of structured organic reaction records. Task: describe an organic reaction: reactants, conditions, products, and yield Reactants: C1(=CC=CC=C1)N1N=C(C=C1N)C(C(F)(F)F)(C)C (1-phenyl-3-(1,1,1-trifluoro-2-methylpropan-2-yl)-1H-pyrazol-5-amine), C([O-])([O-])=O.[K+].[K+] (potassium carbonate), ClC(=O)OC1=CC=CC=C1 (phenyl chloroformate). The solvent is C(Cl)Cl (DCM), C(Cl)Cl (DCM). Conditions: time 8 hour. The product is C1(=CC=CC=C1)N1N=C(C=C1NC(OC1=CC=CC=C1)=O)C(C(F)(F)F)(C)C (phenyl 1-phenyl-3-(1,1,1-trifluoro-2-methylpropan-2-yl)-1H-pyrazol-5-ylcarbamate). Isolated yield 87.3%. RXN SMILES: [C:1]1([N:7]2[C:11]([NH2:12])=[CH:10][C:9]([C:13]([CH3:19])([CH3:18])[C:14]([F:17])([F:16])[F:15])=[N:8]2)[CH:6]=[CH:5][CH:4]=[CH:3][CH:2]=1.C(=O)([O-])[O-].[K+].[K+].Cl[C:27]([O:29][C:30]1[CH:35]=[CH:34][CH:33]=[CH:32][CH:31]=1)=[O:28]>C(Cl)Cl>[C:1]1([N:7]2[C:11]([NH:12][C:27](=[O:28])[O:29][C:30]3[CH:35]=[CH:34][CH:33]=[CH:32][CH:31]=3)=[CH:10][C:9]([C:13]([CH3:19])([CH3:18])[C:14]([F:16])([F:17])[F:15])=[N:8]2)[CH:2]=[CH:3][CH:4]=[CH:5][CH:6]=1 |f:1.2.3|. Reported procedure: To a solution of 1-phenyl-3-(1,1,1-trifluoro-2-methylpropan-2-yl)-1H-pyrazol-5-amine (590 mg, 2.2 mmol) and potassium carbonate (304 mg, 2.85 mmol) in anhydrous DCM (5.2 ml) was added dropwise phenyl chloroformate (0.30 ml, 2.4 mmol) as a solution in DCM (2.5 ml). The reaction mixture was stirred at rt overnight, then filtered and concentrated under reduced pressure. The crude was purified by silica gel chromatography (hexane/ethyl acetate 35%) to afford phenyl 1-phenyl-3-(1,1,1-trifluoro-2-meth... The reactants are Br, O=C(Nc1cccc(-c2nncn2C2CC2)c1)OCc1ccccc1. Product: Nc1cccc(-c2nncn2C2CC2)c1. RXN SMILES: [BrH:26].[CH2:1]([O:2][C:3](=[O:4])[NH:10][c:11]1[cH:12][c:13](-[c:17]2[n:18][n:19][cH:20][n:21]2[CH:22]2[CH2:23][CH2:24]2)[cH:14][cH:15][cH:16]1)[c:5]1[cH:6][cH:7][cH:8][cH:9][cH:25]1>>[NH2:10][c:11]1[cH:12][c:13](-[c:17]2[n:18][n:19][cH:20][n:21]2[CH:22]2[CH2:23][CH2:24]2)[cH:14][cH:15][cH:16]1. The reactants are C(CCCCCCCCCCC)C=1C=C(SC1)C(=O)N (4-Dodecyl-thiophene-2-carboxylic acid amide). Solvent: O=P(Cl)(Cl)Cl (POCl3), O=P(Cl)(Cl)Cl (POCl3). Product: C(CCCCCCCCCCC)C=1C=C(SC1)C#N (4-Dodecyl-thiophene-2-carbonitrile). Isolated yield 53.1%. As a reaction SMILES: [CH2:1]([C:13]1[CH:14]=[C:15]([C:18]([NH2:20])=O)[S:16][CH:17]=1)[CH2:2][CH2:3][CH2:4][CH2:5][CH2:6][CH2:7][CH2:8][CH2:9][CH2:10][CH2:11][CH3:12]>O=P(Cl)(Cl)Cl>[CH2:1]([C:13]1[CH:14]=[C:15]([C:18]#[N:20])[S:16][CH:17]=1)[CH2:2][CH2:3][CH2:4][CH2:5][CH2:6][CH2:7][CH2:8][CH2:9][CH2:10][CH2:11][CH3:12]. Reported procedure: 4-Dodecyl-thiophene-2-carboxylic acid amide 2 (5.0 g, 16.9 mmol) was mixed with 50 mL of POCl3 and the mixture was heated at reflux temperature for 2 hours before POCl3 was removed by a rotary evaporator. Dichloromethane (100 mL) was added followed by drop-wise addition of ice water (100 mL). The organic layer was washed with 30 mL of water twice before the solvent was removed. The brown oil obtained was purified with a column of silica gel with hexane/dichloromethane (v/v: 1/1) as the eluent. A...